Dataset: the Open Reaction Database (ORD), a public repository of structured organic reaction records. Task: describe an organic reaction: reactants, conditions, products, and yield Reagents/catalysts: [Pd] (palladium on carbon). Conditions: time 8 hour. The solvent is C(C)O (ethanol). As a reaction SMILES: [CH3:1][O:2][C:3]1[C:8]([N+:9]([O-])=O)=[CH:7][CH:6]=[CH:5][C:4]=1[N+:12]([O-])=O>[Pd].C(O)C>[CH3:1][O:2][C:3]1[C:8]([NH2:9])=[CH:7][CH:6]=[CH:5][C:4]=1[NH2:12]. Procedure: A mixture of 2-methoxy-1,3-dinitro-benzene (1.49 g) and palladium on carbon (10%, 150 mg) in ethanol (75 mL) was stirred under hydrogen atmosphere (1 atm.) overnight. The catalyst was filtered off on a CELITE™ pad and the filter cake was washed with ethanol. The filtrate was evaporated under reduced pressure to afford 1.1 g of 2-methoxy-benzene-1,3-diamine as a light yellow solid without further purifications. The reactants are COC1=C(C=CC=C1[N+](=O)[O-])[N+](=O)[O-] (2-methoxy-1,3-dinitro-benzene). Yield: 105.9%. Yields the product COC1=C(C=CC=C1N)N (2-methoxy-benzene-1,3-diamine). The reactants are CC(C)(C)OC(=O)OC(C)(C)C, CCCC[N+](CCCC)(CCCC)Cc1ccccc1, Cc1ccc2[nH]c3ccccc3c2c1, Cc1ccccc1, [Cl-], [Na+], [OH-], O. Yields the product Cc1ccc2c(c1)c1ccccc1n2C(=O)OC(C)(C)C. As a reaction SMILES: [C:17]([CH3:18])([CH3:19])([CH3:20])[O:21][C:22]([O:23][C:25]([CH3:26])([CH3:27])[CH3:28])=[O:24].[CH2:38]([N+:39]([CH2:40][CH2:41][CH2:42][CH3:43])([CH2:44][CH2:45][CH2:46][CH3:47])[CH2:48][c:49]1[cH:50][cH:51][cH:52][cH:53][cH:54]1)[CH2:55][CH2:56][CH3:57].[CH3:1][c:2]1[cH:3][cH:4][c:5]2[nH:6][c:7]3[cH:8][cH:9][cH:10][cH:11][c:12]3[c:13]2[cH:14]1.[CH3:29][c:30]1[cH:31][cH:32][cH:33][cH:34][cH:35]1.[Cl-:37].[Na+:16].[OH-:15].[OH2:36]>>[CH3:1][c:2]1[cH:3][cH:4][c:5]2[n:6]([C:22]([O:21][C:17]([CH3:18])([CH3:19])[CH3:20])=[O:23])[c:7]3[cH:8][cH:9][cH:10][cH:11][c:12]3[c:13]2[cH:14]1. Reactants: O=C(c1ccccc1)c1ccncc1, CC(C)(C)OC(=O)NN, CCO, O. Product: CC(C)(C)OC(=O)NN=C(c1ccccc1)c1ccncc1. As a reaction SMILES: [C:10]([c:11]1[cH:12][cH:13][cH:14][cH:15][cH:16]1)(=[O:17])[c:18]1[cH:19][cH:20][n:21][cH:22][cH:23]1.[C:1]([CH3:2])([CH3:3])([CH3:4])[O:5][C:6]([NH:7][NH2:8])=[O:9].[CH3:25][CH2:26][OH:27].[OH2:24]>>[C:1]([CH3:2])([CH3:3])([CH3:4])[O:5][C:6]([NH:7][N:8]=[C:10]([c:11]1[cH:12][cH:13][cH:14][cH:15][cH:16]1)[c:18]1[cH:19][cH:20][n:21][cH:22][cH:23]1)=[O:9]. The reactants are CC1=NC=2N(C(=C1)C)N=C(N2)SCC(=O)O (2-({5,7-dimethyl-[1,2,4]triazolo[1,5-a]pyrimidin-2-yl}sulfanyl)acetic acid), COC1=CC=C(C=C1)N (p-anisidine), N,N-dicyclohexylcarbodiimide. Run in CN(C=O)C (N,N-dimethylformamide). Conditions: time 36 hour. Yields the product CC1=NC=2N(C(=C1)C)N=C(N2)SCC(=O)NC2=CC=C(C=C2)OC (2-({5,7-dimethyl-[1,2,4]triazolo[1,5-a]pyrimidin-2-yl}-sulfanyl)-N-(4-methoxyphenyl)acetamide), solid. Isolated yield 38.0%. Reaction SMILES: [CH3:1][C:2]1[CH:7]=[C:6]([CH3:8])[N:5]2[N:9]=[C:10]([S:12][CH2:13][C:14]([OH:16])=O)[N:11]=[C:4]2[N:3]=1.[CH3:17][O:18][C:19]1[CH:24]=[CH:23][C:22]([NH2:25])=[CH:21][CH:20]=1>CN(C)C=O>[CH3:1][C:2]1[CH:7]=[C:6]([CH3:8])[N:5]2[N:9]=[C:10]([S:12][CH2:13][C:14]([NH:25][C:22]3[CH:23]=[CH:24][C:19]([O:18][CH3:17])=[CH:20][CH:21]=3)=[O:16])[N:11]=[C:4]2[N:3]=1. Procedure: A mixture of 2-({5,7-dimethyl-[1,2,4]triazolo[1,5-a]pyrimidin-2-yl}sulfanyl)acetic acid (0.10 g, 0.42 mmol), p-anisidine (52 mg, 0.42 mmol), N,N-dicyclohexylcarbodiimide (87 mg, 0.42 mmol), and N,N-dimethylformamide (2 mL) was added to a 20 mL scintillation vial with a magnetic stirring bar. The mixture was allowed to stir at ambient temperature for 36 h. A white precipitate was removed by filtration and rinsed with N,N-dimethylformamide (0.5 mL) followed by water (1 mL). A precipitate formed in... Starting materials: ClCC=1C=C(C=CC1)C1=CC=C(C=C1)C(F)(F)F (3-Chloromethyl-4′-trifluoromethyl-biphenyl), COC(COC1=C(C=C(C=C1)S)CCC)=O ((4-Mercapto-2-propyl-phenoxy)-acetic acid methyl ester), C(CC)C1=C(C=CC=C1)O (2-propylphenol). The product is C(CC)C1=C(OCC(=O)O)C=CC(=C1)SCC1=CC=C(C=C1)C1=CC=C(C=C1)C(F)(F)F ([2-Propyl-4-(4′-trifluoromethyl-biphenyl-4-ylmethylsulfanyl)-phenoxy]-acetic acid). Reaction SMILES: ClC[C:3]1[CH:4]=[C:5]([C:9]2[CH:14]=[CH:13][C:12]([C:15]([F:18])([F:17])[F:16])=[CH:11][CH:10]=2)[CH:6]=[CH:7][CH:8]=1.C[O:20][C:21](=[O:34])[CH2:22][O:23][C:24]1[CH:29]=[CH:28][C:27]([SH:30])=[CH:26][C:25]=1[CH2:31][CH2:32][CH3:33].[CH2:35](C1C=CC=CC=1O)CC>>[CH2:31]([C:25]1[CH:26]=[C:27]([S:30][CH2:35][C:8]2[CH:3]=[CH:4][C:5]([C:9]3[CH:10]=[CH:11][C:12]([C:15]([F:16])([F:17])[F:18])=[CH:13][CH:14]=3)=[CH:6][CH:7]=2)[CH:28]=[CH:29][C:24]=1[O:23][CH2:22][C:21]([OH:20])=[O:34])[CH2:32][CH3:33]. Procedure: The title compound was prepared in the manner analogous to Example 1F using 48B and (4-Mercapto-2-propyl-phenoxy)-acetic acid methyl ester, prepared from 2-propylphenol in a manner analagous to Example 2. MS m/z 475 (M+1).